From a dataset of the Open Reaction Database (ORD), a public repository of structured organic reaction records. describe an organic reaction: reactants, conditions, products, and yield The reactants are P(=O)(Cl)(Cl)Cl (Phosphorousoxychloride), CN(NC(C1=CC=C(C=C1)I)=O)C(=O)C=1NC=CC1 (1H-pyrrole-2-carboxylic acid, 1-methyl-2-(4-iodobenzoyl)hydrazide), CN(NC(C1=CC=C(C=C1)I)=O)C(=O)C=1NC=CC1 (1H-pyrrole-2-carboxylic acid, 1-methyl-2-(4-iodobenzoyl)hydrazide), C(C)#N (acetonitrile). Run at temperature 100 celsius. Yields the product IC1=CC=C(C=C1)C=1OC(=NN1)C=1N(C=CC1)C (2-(4-Iodophenyl)-5-(1-methyl-1H-pyrrol-2-yl)-1,3,4-oxadiazole). As a reaction SMILES: P(Cl)(Cl)(Cl)=O.C[N:7]([C:18]([C:20]1[NH:21][CH:22]=[CH:23][CH:24]=1)=[O:19])[NH:8][C:9](=O)[C:10]1[CH:15]=[CH:14][C:13]([I:16])=[CH:12][CH:11]=1.[C:25](#N)C>>[I:16][C:13]1[CH:14]=[CH:15][C:10]([C:9]2[O:19][C:18]([C:20]3[N:21]([CH3:25])[CH:22]=[CH:23][CH:24]=3)=[N:7][N:8]=2)=[CH:11][CH:12]=1. Procedure details: Phosphorousoxychloride (2 ml) was added to 1H-pyrrole-2-carboxylic acid, 1-methyl-2-(4-iodobenzoyl)hydrazide (Intermediate 39) (150 mg) in acetonitrile (1 ml) and the reaction heated at 100° C. for 18 hours. The cooled reaction was poured onto ice/water (60 ml) and extracted with ethyl acetate (3×40 ml). The combined extracts were reduced to dryness under vacuum and the residue applied to a bond-elut (silica) and eluted with an ethyl acetate/cyclohexane gradient to give, after evaporation of the... The reactants are O=C([O-])[O-], CCCCCCCCC=CCCCCCCCC(=O)[O-], CCOC(=O)C(Cc1cc[nH+]cc1)OC(C)C, CN(C)C(=O)Cl, C[Si](C)(C)C#N, ClCCl, [K+], [K+]. Product: CCOC(=O)C(Cc1ccnc(C#N)c1)OC(C)C. As a reaction SMILES: [C:50](=[O:51])([O-:52])[O-:53].[C:7]([O-:8])(=[O:9])[CH2:10][CH2:11][CH2:12][CH2:13][CH2:14][CH2:15][CH2:16][CH:17]=[CH:18][CH2:19][CH2:20][CH2:21][CH2:22][CH2:23][CH2:24][CH2:25][CH3:26].[CH2:27]([CH3:28])[O:29][C:30]([CH:31]([CH2:32][c:33]1[cH:34][cH:35][nH+:36][cH:37][cH:38]1)[O:39][CH:40]([CH3:41])[CH3:42])=[O:43].[CH3:1][N:2]([CH3:3])[C:4]([Cl:5])=[O:6].[CH3:44][Si:45]([C:46]#[N:47])([CH3:48])[CH3:49].[Cl:56][CH2:57][Cl:58].[K+:54].[K+:55]>>[C:1](#[N:2])[c:37]1[n:36][cH:35][cH:34][c:33]([CH2:32][CH:31]([C:30]([O:29][CH2:27][CH3:28])=[O:43])[O:39][CH:40]([CH3:41])[CH3:42])[cH:38]1. The reactants are COC(=O)c1ncccc1NC(=O)C(C)CSC(C)=O, COC(=O)c1cccnc1NC(=O)C(C)CSC(C)=O, CCOC(C)=O. The product is COC(=O)c1ncccc1NC(=O)C(C)CS. RXN SMILES: [C:1](=[O:2])([CH3:3])[S:4][CH2:5][CH:6]([C:7](=[O:8])[NH:9][c:10]1[c:11]([C:16](=[O:17])[O:18][CH3:19])[n:12][cH:13][cH:14][cH:15]1)[CH3:20].[C:21]([S:22][CH2:23][CH:24]([CH3:25])[C:26]([NH:27][c:28]1[n:29][cH:30][cH:31][cH:32][c:33]1[C:34]([O:35][CH3:36])=[O:37])=[O:38])(=[O:39])[CH3:40].[CH3:41][CH2:42][O:43][C:44](=[O:45])[CH3:46]>>[SH:4][CH2:5][CH:6]([C:7](=[O:8])[NH:9][c:10]1[c:11]([C:16](=[O:17])[O:18][CH3:19])[n:12][cH:13][cH:14][cH:15]1)[CH3:20].